From a dataset of the Open Reaction Database (ORD), a public repository of structured organic reaction records. describe an organic reaction: reactants, conditions, products, and yield The product is NC([C@H](C)N1C(C=2C=CC=C(C2C=C1)C(=O)NCC1=CC(=C(C=C1)Cl)C(F)(F)F)=O)=O ((S)-2-(1-Amino-1-oxopropan-2-yl)-N-(4-chloro-3-(trifluoromethyl)benzyl)-1-oxo-1,2-dihydroisoquinoline-5-carboxamide). Reactants: IC1=C2C=CN(C(C2=CC=C1)=O)[C@H](C(=O)N)C ((S)-2-(5-iodo-1-oxoisoquinolin-2(1H)-yl)propanamide), ClC1=C(C=C(C=C1)CN)C(F)(F)F ((4-chloro-3-(trifluoromethyl)phenyl)methanamine), N12CCCCCC2=NCCC1 (1,8-diazabicyclo[5.4.0]undec-7-ene), O1CCOCC1 (1,4-dioxane). Procedure: A 5-mL process vial was charged with (S)-2-(5-iodo-1-oxoisoquinolin-2(1H)-yl)propanamide (100 mg, 0.0004 mol), (4-chloro-3-(trifluoromethyl)phenyl)methanamine (200 mg, 0.001 mol), molybdenum hexacarbonyl (90 mg, 0.0004 mol), palladium acetate (8 mg, 0.00004 mol), 1,8-diazabicyclo[5.4.0]undec-7-ene (200 mg, 0.001 mol) and 1,4-dioxane (2 mL, 0.02 mol). The vessel was sealed under air and exposed to microwave heating for 15 min at 110° C. The reaction tube was thereafter cooled to room temperature,... RXN SMILES: I[C:2]1[CH:11]=[CH:10][CH:9]=[C:8]2[C:3]=1[CH:4]=[CH:5][N:6]([C@@H:13]([CH3:17])[C:14]([NH2:16])=[O:15])[C:7]2=[O:12].[Cl:18][C:19]1[CH:24]=[CH:23][C:22]([CH2:25][NH2:26])=[CH:21][C:20]=1[C:27]([F:30])([F:29])[F:28].N12CCCN=C1CCCCC2.[O:42]1CCOC[CH2:43]1>[C-]#[O+].[C-]#[O+].[C-]#[O+].[C-]#[O+].[C-]#[O+].[C-]#[O+].[Mo].C([O-])(=O)C.[Pd+2].C([O-])(=O)C>[NH2:16][C:14](=[O:15])[C@@H:13]([N:6]1[CH:5]=[CH:4][C:3]2[C:2]([C:43]([NH:26][CH2:25][C:22]3[CH:23]=[CH:24][C:19]([Cl:18])=[C:20]([C:27]([F:28])([F:29])[F:30])[CH:21]=3)=[O:42])=[CH:11][CH:10]=[CH:9][C:8]=2[C:7]1=[O:12])[CH3:17] |f:4.5.6.7.8.9.10,11.12.13|. Run at temperature 110 celsius. Reagents/catalysts: [C-]#[O+].[C-]#[O+].[C-]#[O+].[C-]#[O+].[C-]#[O+].[C-]#[O+].[Mo] (molybdenum hexacarbonyl), C(C)(=O)[O-].[Pd+2].C(C)(=O)[O-] (palladium acetate). Reactants: CN1CCOCC1 (4-Methylmorpholine), ClC=1C=CC(=C(C1)S(=O)(=O)OC=1C=C(C=C(C1)C)O)OC (3-(5-chloro-2- methoxyphenylsulfonyloxy)-5-methylphenol). The reagents and catalysts are [Pd] (palladium on carbon). The solvent is CO (methanol). Product: COC1=C(C=CC=C1)S(=O)(=O)OC=1C=C(C=C(C1)C)O (3-(2-Methoxyphenylsulfonyloxy)-5-methylphenol). The yield is 63.0%. As a reaction SMILES: CN1CCOCC1.Cl[C:9]1[CH:10]=[CH:11][C:12]([O:27][CH3:28])=[C:13]([S:15]([O:18][C:19]2[CH:20]=[C:21]([OH:26])[CH:22]=[C:23]([CH3:25])[CH:24]=2)(=[O:17])=[O:16])[CH:14]=1>[Pd].CO>[CH3:28][O:27][C:12]1[CH:11]=[CH:10][CH:9]=[CH:14][C:13]=1[S:15]([O:18][C:19]1[CH:20]=[C:21]([OH:26])[CH:22]=[C:23]([CH3:25])[CH:24]=1)(=[O:16])=[O:17]. Procedure: 4-Methylmorpholine (3.2 mL, 29.1 mmol) was added to a mixture of 3-(5-chloro-2- methoxyphenylsulfonyloxy)-5-methylphenol (8.82 g, 26.8 mmol, as prepared in the preceding step) and 10% palladium on carbon (2.23 g) in deoxygenated methanol (15 mL). The mixture was hydrogenated (atmospheric pressure) at ambient temperature for 3 h then filtered through Celite with methanol. Solvent was removed in vacuo and the crude product was purified by flash column chromatography (dichloromethane to 5% ethyl ac...